From a dataset of the Open Reaction Database (ORD), a public repository of structured organic reaction records. describe an organic reaction: reactants, conditions, products, and yield The reactants are C1(=CC=C(C=C1)S)C (p-toluenethiol), ClN1C(CCC1=O)=O (N-chlorosuccinimide). Solvent: C1=CC=CC=C1 (benzene). The product is C1(=CC=C(C=C1)SCl)C (p-toluenesulfenyl chloride). The yield is 88.2%. Reaction SMILES: [C:1]1([CH3:8])[CH:6]=[CH:5][C:4]([SH:7])=[CH:3][CH:2]=1.[Cl:9]N1C(=O)CCC1=O>C1C=CC=CC=1>[C:1]1([CH3:8])[CH:6]=[CH:5][C:4]([S:7][Cl:9])=[CH:3][CH:2]=1. Reported procedure: By the method of Example 7, 6.2 g. of p-toluenethiol (6.2 g., 50 mmoles) was reacted with N-chlorosuccinimide (6.67 g., 50 mmoles) in 100 ml. of benzene to yield p-toluenesulfenyl chloride (7.0 g.) as an oil. As a reaction SMILES: Br[C:2]1[CH:3]=[C:4]2[C:8](=[CH:9][CH:10]=1)[C:7](=[O:11])[NH:6][CH2:5]2.[F:12][C:13]1[CH:14]=[C:15]([C:19]#[CH:20])[CH:16]=[CH:17][CH:18]=1.C(NCC)C>CN(C=O)C.C1C=CC([P]([Pd]([P](C2C=CC=CC=2)(C2C=CC=CC=2)C2C=CC=CC=2)([P](C2C=CC=CC=2)(C2C=CC=CC=2)C2C=CC=CC=2)[P](C2C=CC=CC=2)(C2C=CC=CC=2)C2C=CC=CC=2)(C2C=CC=CC=2)C2C=CC=CC=2)=CC=1.[Cu]I>[F:12][C:13]1[CH:14]=[C:15]([C:19]#[C:20][C:2]2[CH:3]=[C:4]3[C:8](=[CH:9][CH:10]=2)[C:7](=[O:11])[NH:6][CH2:5]3)[CH:16]=[CH:17][CH:18]=1 |^1:34,36,55,74|. Reactants: FC=1C=C(C=CC1)C#C (3-fluorophenylacetylene), C(C)NCC (diethylamine), BrC=1C=C2CNC(C2=CC1)=O (5-bromoisoindolin-1-one). Run in CN(C)C=O (DMF), EtOAc hexanes. Procedure details: To a solution of 5-bromoisoindolin-1-one III-3 (100 mg, 0.47 mmol) in DMF (2 mL) was added 3-fluorophenylacetylene III-4 (67 mg, 0.56 mmol), Pd(Ph3P)4 (27 mg, 0.02 mmol), CuI (9 mg, 0.04 mmol) and diethylamine (200 μL). The reaction vessel was sealed and heated at 60° C. for 1 h in a microwave reactor. The reaction was cooled to rt, diluted with EtOAc:hexanes (2:1, 8 mL) and washed with water (2×5 mL) and brine (5 mL). The organic phase was dried over MgSO4, filtered and concentrated under vacuu... Run at temperature 60 celsius. Product: FC=1C=C(C=CC1)C#CC=1C=C2CNC(C2=CC1)=O (5-((3-fluorophenyl)ethynyl)isoindolin-1-one). Reagents/catalysts: C=1C=CC(=CC1)[P](C=2C=CC=CC2)(C=3C=CC=CC3)[Pd]([P](C=4C=CC=CC4)(C=5C=CC=CC5)C=6C=CC=CC6)([P](C=7C=CC=CC7)(C=8C=CC=CC8)C=9C=CC=CC9)[P](C=1C=CC=CC1)(C=1C=CC=CC1)C=1C=CC=CC1 (Pd(Ph3P)4), [Cu]I (CuI). Reactants: Cl.ClC1=CC(=NC=C1)C(=O)Cl (4-Chloropyridine-2-carbonyl chloride HCl salt), CN (methylamine). Solvent: C1CCOC1 (THF), CO (MeOH). Conditions: time 4 hour. Yields the product ClC1=CC(=NC=C1)C(=O)NC (4-chloro-N-methyl-2-pyridinecarboxamide), solid. The yield is 88.0%. Reaction SMILES: Cl.[Cl:2][C:3]1[CH:8]=[CH:7][N:6]=[C:5]([C:9](Cl)=[O:10])[CH:4]=1.[CH3:12][NH2:13]>C1COCC1.CO>[Cl:2][C:3]1[CH:8]=[CH:7][N:6]=[C:5]([C:9]([NH:13][CH3:12])=[O:10])[CH:4]=1 |f:0.1|. Procedure details: 4-Chloropyridine-2-carbonyl chloride HCl salt (7.0 g, 32.95 mmol) was added in portions to a mixture of a 2.0 M methylamine solution in THF (100 mL) and MeOH (20 mL) at 0° C. The resulting mixture was stored at 3° C. for 4 h, then concentrated under reduced pressure. The resulting nearly dry solids were suspended in EtOAc (100 mL) and filtered. The filtrate was washed with a saturated NaCl solution (2×100 mL), dried (Na2SO4) and concentrated under reduced pressure to provide 4-chloro-N-methyl-2-... Reactants: ClC1=C2C3=C(C(NC2=NC=C1)=O)C=C(C(=C3)OC)OC (1-Chloro-8,9-dimethoxy-5H-benzo[c][1,8]naphthyridin-6-one), FC1=C(N)C=CC=C1 (2-fluoroaniline). Product: FC1=C(C=CC=C1)NC1=C2C3=C(C(NC2=NC=C1)=O)C=C(C(=C3)OC)OC (1-(2-Fluoro-phenylamino)-8,9-dimethoxy-5H-benzo[c][1,8]naphthyridin-6-one). Yield: 3.2%. RXN SMILES: Cl[C:2]1[CH:11]=[CH:10][N:9]=[C:8]2[C:3]=1[C:4]1[CH:16]=[C:15]([O:17][CH3:18])[C:14]([O:19][CH3:20])=[CH:13][C:5]=1[C:6](=[O:12])[NH:7]2.[F:21][C:22]1[CH:28]=[CH:27][CH:26]=[CH:25][C:23]=1[NH2:24]>>[F:21][C:22]1[CH:28]=[CH:27][CH:26]=[CH:25][C:23]=1[NH:24][C:2]1[CH:11]=[CH:10][N:9]=[C:8]2[C:3]=1[C:4]1[CH:16]=[C:15]([O:17][CH3:18])[C:14]([O:19][CH3:20])=[CH:13][C:5]=1[C:6](=[O:12])[NH:7]2. Procedure details: The title compound was synthesized according to the procedure described for the preparation of Example 212 using Compound 211 (50 mg, 0.17 mmol) and 2-fluoroaniline (25 mg, 0.22 mmol) to provide 216 (2 mg, 3% yield) as a white solid. LC-MS (M+H=366, obsd.=366). The reactants are CC(C)(C#N)c1cccc(C(=O)O)c1, CCN=C=NCCCN(C)C, CN(C)c1ccncc1, Cl, Nc1cccc(Oc2ccc3nc(NC(=O)C4CC4)[nH]c3c2)c1, c1ccncc1. The product is CC(C)(C#N)c1cccc(C(=O)Nc2cccc(Oc3ccc4nc(NC(=O)C5CC5)[nH]c4c3)c2)c1. Reaction SMILES: [C:24](#[N:25])[C:26]([CH3:27])([CH3:28])[c:29]1[cH:30][c:31]([C:32](=[O:33])[OH:34])[cH:35][cH:36][cH:37]1.[CH2:39]([N:40]=[C:41]=[N:42][CH2:43][CH2:44][CH2:45][N:46]([CH3:47])[CH3:48])[CH3:49].[CH3:50][N:51]([CH3:52])[c:53]1[cH:54][cH:55][n:56][cH:57][cH:58]1.[ClH:38].[NH2:1][c:2]1[cH:3][c:4]([O:5][c:6]2[cH:7][cH:8][c:9]3[c:10]([nH:11][c:12]([NH:14][C:15](=[O:16])[CH:17]4[CH2:18][CH2:19]4)[n:13]3)[cH:20]2)[cH:21][cH:22][cH:23]1.[cH:59]1[cH:60][cH:61][n:62][cH:63][cH:64]1>>[NH:1]([c:2]1[cH:3][c:4]([O:5][c:6]2[cH:7][cH:8][c:9]3[c:10]([nH:11][c:12]([NH:14][C:15](=[O:16])[CH:17]4[CH2:18][CH2:19]4)[n:13]3)[cH:20]2)[cH:21][cH:22][cH:23]1)[C:32]([c:31]1[cH:30][c:29]([C:26]([C:24]#[N:25])([CH3:27])[CH3:28])[cH:37][cH:36][cH:35]1)=[O:33].